From a dataset of the Open Reaction Database (ORD), a public repository of structured organic reaction records. describe an organic reaction: reactants, conditions, products, and yield The reactants are C(#N)C=1C=C(C=CC1)C1=NC=CC=C1 (2-(3-cyanophenyl)-pyridine), OO (H2O2). The solvent is C(C)(=O)O (acetic acid). Product: C(#N)C=1C=C(C=CC1)C1=[N+](C=CC=C1)[O-] (2-(3-cyanophenyl)-pyridine N-oxide). Reaction SMILES: [C:1]([C:3]1[CH:4]=[C:5]([C:9]2[CH:14]=[CH:13][CH:12]=[CH:11][N:10]=2)[CH:6]=[CH:7][CH:8]=1)#[N:2].[OH:15]O>C(O)(=O)C>[C:1]([C:3]1[CH:4]=[C:5]([C:9]2[CH:14]=[CH:13][CH:12]=[CH:11][N+:10]=2[O-:15])[CH:6]=[CH:7][CH:8]=1)#[N:2]. Procedure details: Starting from 2-(3-cyanophenyl)-pyridine, the title compound is prepared by oxidation with H2O2 in glacial acetic acid [J. Heterocycl. Chem. 11, 299 (1974)]. Starting materials: N(=[N+]=[N-])C1C(N(CCC(C1)C1=CC=CC=C1)CC1CC1)=O (3-azido-1-(cyclopropylmethyl)-5-phenylazepan-2-one). Reagents/catalysts: [Pd] (palladium on carbon). Run in CO (methanol). Conditions: time 18 hour. The product is NC1C(N(CCC(C1)C1=CC=CC=C1)CC1CC1)=O (3-Amino-1-(cyclopropylmethyl)-5-phenylazepan-2-one). The yield is 22.1%. RXN SMILES: [N:1]([CH:4]1[CH2:10][CH:9]([C:11]2[CH:16]=[CH:15][CH:14]=[CH:13][CH:12]=2)[CH2:8][CH2:7][N:6]([CH2:17][CH:18]2[CH2:20][CH2:19]2)[C:5]1=[O:21])=[N+]=[N-]>[Pd].CO>[NH2:1][CH:4]1[CH2:10][CH:9]([C:11]2[CH:16]=[CH:15][CH:14]=[CH:13][CH:12]=2)[CH2:8][CH2:7][N:6]([CH2:17][CH:18]2[CH2:20][CH2:19]2)[C:5]1=[O:21]. Procedure details: 10% palladium on carbon (30 mg) was added to a solution of 3-azido-1-(cyclopropylmethyl)-5-phenylazepan-2-one (0.3 g, 1.05 mmol) in methanol (4 mL). The reaction vessel was evacuated and back-filled with nitrogen (3×), then back-filled with hydrogen (1 atm). After 18 h, the reaction was filtered and concentrated. Purification by silica gel chromatography [100% dichloromethane→93% dichloromethane/7% (10% ammonium hydroxide/methanol)] gave the title compound (60 mg). The racemic product was resolv...